Dataset: the Open Reaction Database (ORD), a public repository of structured organic reaction records. Task: describe an organic reaction: reactants, conditions, products, and yield Reactants: FC1=CC2=C(C(=NO2)C2=CC=C(C=C2)OC[C@H]2OC2)C=C1 ((S)-6-fluoro-3-(4-oxiranylmethoxy-phenyl)-benzo[d]isoxazole), N1CCOCC1 (morpholine). The solvent is CN(C=O)C (dimethylformamide), C(C)O (ethanol). Yields the product FC1=CC2=C(C(=NO2)C2=CC=C(OC[C@H](CN3CCOCC3)O)C=C2)C=C1 ((S)-1-[4-(6-fluoro-benzo[d]isoxazol-3-yl)-phenoxy]-3-morpholin-4-yl-propan-2-ol). Reaction SMILES: [F:1][C:2]1[CH:21]=[CH:20][C:5]2[C:6]([C:9]3[CH:14]=[CH:13][C:12]([O:15][CH2:16][C@@H:17]4[CH2:19][O:18]4)=[CH:11][CH:10]=3)=[N:7][O:8][C:4]=2[CH:3]=1.[NH:22]1[CH2:27][CH2:26][O:25][CH2:24][CH2:23]1>CN(C)C=O.C(O)C>[F:1][C:2]1[CH:21]=[CH:20][C:5]2[C:6]([C:9]3[CH:10]=[CH:11][C:12]([O:15][CH2:16][C@@H:17]([OH:18])[CH2:19][N:22]4[CH2:27][CH2:26][O:25][CH2:24][CH2:23]4)=[CH:13][CH:14]=3)=[N:7][O:8][C:4]=2[CH:3]=1. Procedure details: The title compound is prepared from a mixture of (S)-6-fluoro-3-(4-oxiranylmethoxy-phenyl)-benzo[d]isoxazole in dimethylformamide and morpholine in ethanol essentially as described above in Example 21. Purity by LC/MS=100%, [M+H]+=373. Starting materials: CCOC(=O)Cl, Cc1ccccc1C, CCOC(=O)c1cc(Cl)cc(Cl)c1N. The product is CCOC(=O)Nc1c(Cl)cc(Cl)cc1C(=O)OCC. As a reaction SMILES: [C:15]([O:16][CH2:17][CH3:18])(=[O:19])[Cl:20].[CH3:21][c:22]1[cH:23][cH:24][cH:25][cH:26][c:27]1[CH3:28].[NH2:1][c:2]1[c:3]([C:4](=[O:5])[O:6][CH2:7][CH3:8])[cH:9][c:10]([Cl:14])[cH:11][c:12]1[Cl:13]>>[NH:1]([c:2]1[c:3]([C:4](=[O:5])[O:6][CH2:7][CH3:8])[cH:9][c:10]([Cl:14])[cH:11][c:12]1[Cl:13])[C:15]([O:16][CH2:17][CH3:18])=[O:19]. The reactants are CC(C=O)(C)N1C=NC(=C1)NC(C(CCC)NC(CC1=CC(=CC(=C1)F)F)=O)=O (2-[2-(3,5-Difluoro-phenyl)-acetylamino]-pentanoic acid [1-(1,1-dimethyl-2-oxo-ethyl)-1H-imidazol-4-yl]-amide), CN (methylamine). Yields the product CC(CNC)(C)N1C=NC(=C1)NC(C(CCC)NC(CC1=CC(=CC(=C1)F)F)=O)=O (2-[2-(3,5-Difluoro-phenyl)-acetylamino]-pentanoic acid [1-(1,1-dimethyl-2-methylamino-ethyl)-1H-imidazol-4-yl]-amide). Reaction SMILES: [CH3:1][C:2]([N:6]1[CH:10]=[C:9]([NH:11][C:12](=[O:29])[CH:13]([NH:17][C:18](=[O:28])[CH2:19][C:20]2[CH:25]=[C:24]([F:26])[CH:23]=[C:22]([F:27])[CH:21]=2)[CH2:14][CH2:15][CH3:16])[N:8]=[CH:7]1)([CH3:5])[CH:3]=O.[CH3:30][NH2:31]>>[CH3:5][C:2]([N:6]1[CH:10]=[C:9]([NH:11][C:12](=[O:29])[CH:13]([NH:17][C:18](=[O:28])[CH2:19][C:20]2[CH:21]=[C:22]([F:27])[CH:23]=[C:24]([F:26])[CH:25]=2)[CH2:14][CH2:15][CH3:16])[N:8]=[CH:7]1)([CH3:1])[CH2:3][NH:31][CH3:30]. Procedure details: 2-[2-(3,5-Difluoro-phenyl)-acetylamino]-pentanoic acid [1-(1,1-dimethyl-2-oxo-ethyl)-1H-imidazol-4-yl]-amide was reacted with methylamine to afford the title compound: C13 NMR (100 MHz, CDCl3) 13.9, 19.0, 26.5, 26.6, 36.0, 37.2, 43.1, 46.0, 53.2, 58.8, 62.6, 102.6, 102.8, 103.1, 105.1, 112.3, 112.6, 131.6, 137.8, 138.8, 162.0, 164.5, 169.2, 169.3; MS m/z 422.2 (M+1). The reactants are C(C)(=O)Cl (acetyl chloride), 25.8, N=1C(N=CC1)=O (imidazol-2-one). The solvent is O1CCCC1 (tetrahydrofurane), O1CCCC1 (tetrahydrofurane). Reaction conditions: time 3 hour. Yields the product C(C)(=O)N1C(NCC1)=O (N-acetyl-imidazolid-2-one). Reaction SMILES: [C:1](Cl)(=[O:3])[CH3:2].[N:5]1[C:6](=[O:10])[N:7]=[CH:8][CH:9]=1>O1CCCC1>[C:1]([N:5]1[CH2:9][CH2:8][NH:7][C:6]1=[O:10])(=[O:3])[CH3:2]. Procedure: 23.6 parts by weight of acetyl chloride in 100 parts by volume of tetrahydrofurane were added dropwise over the course of 60 minutes to a suspension of 25.8 parts by weight of imidazol-2-one in 350 parts by volume of dry tetrahydrofurane at 0° C. The mixture was stirred for 3 hours at room temperature, dry air was subsequently blown through the solution for some time, the solvent was then removed in vacuo and the residue was recrystallized from boiling nitromethane. Starting materials: C(C)OP(OCC)(=O)C(P(OCC)(OCC)=O)N (aminomethylenediphosphonic acid tetraethyl ester), O(C1=CC=CC=C1)CCCBr (3-phenoxypropylbromide), C([O-])([O-])=O.[K+].[K+] (potassium carbonate). The solvent is O1CCOCC1 (dioxane). Yields the product C(C)OP(OCC)(=O)C(P(OCC)(=O)OCC)NCCCOC1=CC=CC=C1 (N-(3-phenoxypropyl)aminomethanediphosphonic acid tetraethyl ester). As a reaction SMILES: [CH2:1]([O:3][P:4]([CH:9]([NH2:18])[P:10](=[O:17])([O:14][CH2:15][CH3:16])[O:11][CH2:12][CH3:13])(=[O:8])[O:5][CH2:6][CH3:7])[CH3:2].[O:19]([CH2:26][CH2:27][CH2:28]Br)[C:20]1[CH:25]=[CH:24][CH:23]=[CH:22][CH:21]=1.C(=O)([O-])[O-].[K+].[K+]>O1CCOCC1>[CH2:12]([O:11][P:10]([CH:9]([NH:18][CH2:28][CH2:27][CH2:26][O:19][C:20]1[CH:25]=[CH:24][CH:23]=[CH:22][CH:21]=1)[P:4]([O:5][CH2:6][CH3:7])(=[O:8])[O:3][CH2:1][CH3:2])(=[O:17])[O:14][CH2:15][CH3:16])[CH3:13] |f:2.3.4|. Procedure details: 3.03 g (0.01 mol) of aminomethylenediphosphonic acid tetraethyl ester, 2.3 g (0.01 mol) of 3-phenoxypropylbromide and 1.4 g (0.01 mol) of potassium carbonate are dissolved in 50 ml of dioxane and stirred under reflux for 24 hours. The major part of the solvent is distilled off, and the residue is partitioned between water and ethyl acetate. The organic layer is separated, washed with water, dried over sodium sulphate and evaporated to dryness yielding raw N-(3-phenoxypropyl)aminomethanediphospho... The reactants are NC1=NC(=CC(N1)=O)COCC=1NC(=C(C(C1C(=O)OCC)C1=C(C(=CC=C1)Cl)Cl)C(=O)OC)C (2-amino-6-{[4-(2,3-dichlorophenyl)-3-ethoxycarbonyl-5-methoxycarbonyl-6-methyl-1,4-dihydropyridin-2-yl]methoxymethyl}-4-pyrimidone), IC (iodomethane), C([O-])([O-])=O.[K+].[K+] (potassium carbonate). Run in CN(C=O)C (dimethylformamide). Conditions: time 4 day. The product is NC1=NC(=CC(N1C)=O)COCC=1NC(=C(C(C1C(=O)OCC)C1=C(C(=CC=C1)Cl)Cl)C(=O)OC)C (2-Amino-6-{[4-(2,3-dichlorophenyl)-3-ethoxycarbonyl-5-methoxycarbonyl-6-methyl-1,4-dihydropyridin-2-yl]methoxymethyl}-3-methyl-4-pyrimidone). Isolated yield 43.1%. RXN SMILES: [NH2:1][C:2]1[NH:7][C:6](=[O:8])[CH:5]=[C:4]([CH2:9][O:10][CH2:11][C:12]2[NH:13][C:14]([CH3:35])=[C:15]([C:31]([O:33][CH3:34])=[O:32])[CH:16]([C:23]3[CH:28]=[CH:27][CH:26]=[C:25]([Cl:29])[C:24]=3[Cl:30])[C:17]=2[C:18]([O:20][CH2:21][CH3:22])=[O:19])[N:3]=1.IC.[C:38](=O)([O-])[O-].[K+].[K+]>CN(C)C=O>[NH2:1][C:2]1[N:7]([CH3:38])[C:6](=[O:8])[CH:5]=[C:4]([CH2:9][O:10][CH2:11][C:12]2[NH:13][C:14]([CH3:35])=[C:15]([C:31]([O:33][CH3:34])=[O:32])[CH:16]([C:23]3[CH:28]=[CH:27][CH:26]=[C:25]([Cl:29])[C:24]=3[Cl:30])[C:17]=2[C:18]([O:20][CH2:21][CH3:22])=[O:19])[N:3]=1 |f:2.3.4|. Reported procedure: A mixture of 2-amino-6-{[4-(2,3-dichlorophenyl)-3-ethoxycarbonyl-5-methoxycarbonyl-6-methyl-1,4-dihydropyridin-2-yl]methoxymethyl}-4-pyrimidone (0.52 g), iodomethane (0.14 g) and potassium carbonate (0.14 g) in dimethylformamide (20 ml) was stirred at room temperature for 4 days and then evaporated. The residue was partitioned between chloroform and water and the organic layer washed twice with water, dried over anhydrous magnesium sulphate and evaporated. The residue was crystallised from ethyl... Starting materials: NC([C@@H](CC=1N=NN(C1)[C@H]1C=2C=CC(=CC2CCC1)C(=O)OC)NS(=O)(=O)C1=CC=C(C=C1)C)=O ((R)-Methyl 5-(4-((R)-3-amino-2-(4-methylbenzenesulfonamido)-3-oxopropyl)-1H-1,2,3-triazol-1-yl)-5,6,7,8-tetrahydronaphthalene-2-carboxylate), [Li+].[OH-] (LiOH). The solvent is C1CCOC1 (THF). The product is NC([C@@H](CC=1N=NN(C1)[C@H]1C=2C=CC(=CC2CCC1)C(=O)O)NS(=O)(=O)C1=CC=C(C=C1)C)=O ((R)-5-(4-((R)-3-amino-2-(4-methylphenylsulfonamido)-3-oxopropyl)-1H-1,2,3-triazol-1-yl)-5,6,7,8-tetrahydronaphthalene-2-carboxylic acid). RXN SMILES: [NH2:1][C:2](=[O:35])[C@H:3]([NH:24][S:25]([C:28]1[CH:33]=[CH:32][C:31]([CH3:34])=[CH:30][CH:29]=1)(=[O:27])=[O:26])[CH2:4][C:5]1[N:6]=[N:7][N:8]([C@@H:10]2[CH2:19][CH2:18][CH2:17][C:16]3[CH:15]=[C:14]([C:20]([O:22]C)=[O:21])[CH:13]=[CH:12][C:11]2=3)[CH:9]=1.[Li+].[OH-]>C1COCC1>[NH2:1][C:2](=[O:35])[C@H:3]([NH:24][S:25]([C:28]1[CH:29]=[CH:30][C:31]([CH3:34])=[CH:32][CH:33]=1)(=[O:27])=[O:26])[CH2:4][C:5]1[N:6]=[N:7][N:8]([C@@H:10]2[CH2:19][CH2:18][CH2:17][C:16]3[CH:15]=[C:14]([C:20]([OH:22])=[O:21])[CH:13]=[CH:12][C:11]2=3)[CH:9]=1 |f:1.2|. Reported procedure: (R)-Methyl 5-(4-((R)-3-amino-2-(4-methylbenzenesulfonamido)-3-oxopropyl)-1H-1,2,3-triazol-1-yl)-5,6,7,8-tetrahydronaphthalene-2-carboxylate (0.2 g, 0.41 mmol) and 1N LiOH (1.9 mL, 1.9 mmol) in 5 mL THF was stirred for 16 h at RT. The reaction mixture was concentrated, taken up in H2O, and acidified with 10% HCl. A precipitate had formed, that was filtered and air-dried to afford the title compound. MS (m/z): 484.4 (m+H). Reactants: ice, Cl (hydrochloric acid), C(CCC)[Li] (n-butyllithium), BrC=1C=CC=C2C=CC=NC12 (8-bromoquinoline), CC=1C(CCC1CCCCC)=O (2-methyl-3-pentylcyclopent-2-enone), N (ammonia). The solvent is O1CCCC1 (tetrahydrofuran). Yields the product CC1=C(CC=C1CCCCC)C=1C=CC=C2C=CC=NC12 (2-methyl-3-pentyl-1-(8-quinolyl)cyclopentadiene). Yield: 29.3%. As a reaction SMILES: Br[C:2]1[CH:3]=[CH:4][CH:5]=[C:6]2[C:11]=1[N:10]=[CH:9][CH:8]=[CH:7]2.C([Li])CCC.[CH3:17][C:18]1[C:19](=O)[CH2:20][CH2:21][C:22]=1[CH2:23][CH2:24][CH2:25][CH2:26][CH3:27].Cl.N>O1CCCC1>[CH3:17][C:18]1[C:22]([CH2:23][CH2:24][CH2:25][CH2:26][CH3:27])=[CH:21][CH2:20][C:19]=1[C:2]1[CH:3]=[CH:4][CH:5]=[C:6]2[C:11]=1[N:10]=[CH:9][CH:8]=[CH:7]2. Procedure: A solution of 6.8 g (32 mmol) of 8-bromoquinoline in 90 ml of tetrahydrofuran was cooled to −90° C., and 12.8 ml of n-butyllithium (2.5 M in hexane, 32 mmol) were subsequently added while stirring. After stirring for 15 minutes at this temperature, 5.3 g (32 mmol) of 2-methyl-3-pentylcyclopent-2-enone (dihydroisojasmone) were added while stirring. The mixture was stirred at this temperature for a further one hour, allowed to warm to room temperature and then refluxed for one hour. After cooling ...